Dataset: the Open Reaction Database (ORD), a public repository of structured organic reaction records. Task: describe an organic reaction: reactants, conditions, products, and yield Yields the product C[n+]1ccn(C(=O)N2CCN(Cc3ccc(F)cc3)C(=O)C2)c1, [I-]. Reaction SMILES: [Al:28].[CH3:25][C:26]#[N:27].[F:1][c:2]1[cH:3][cH:4][c:5]([CH2:6][N:7]2[C:8](=[O:20])[CH2:9][N:10]([C:13](=[O:14])[n:15]3[cH:16][n:17][cH:18][cH:19]3)[CH2:11][CH2:12]2)[cH:21][cH:22]1.[I:23][CH3:24]>>[F:1][c:2]1[cH:3][cH:4][c:5]([CH2:6][N:7]2[C:8](=[O:20])[CH2:9][N:10]([C:13](=[O:14])[n:15]3[cH:16][n+:17]([CH3:24])[cH:18][cH:19]3)[CH2:11][CH2:12]2)[cH:21][cH:22]1.[I-:23]. The reactants are [Al], CC#N, O=C1CN(C(=O)n2ccnc2)CCN1Cc1ccc(F)cc1, CI.